This data is from the Open Reaction Database (ORD), a public repository of structured organic reaction records. The task is: describe an organic reaction: reactants, conditions, products, and yield The reactants are C(C)OCC(COC1=CC=C(C=C1)NC(CCCl)=O)O (N-[4-(3-ethoxy-2-hydroxypropoxy)phenyl]-3-chloropropionamide), CC(=O)N[C@@H](CS)C(=O)O (L-acetylcysteine), C(C)O (ethanol), aqueous solution. Solvent: [OH-].[Na+] (sodium hydroxide). Conditions: time 1 hour. The product is C(C)(=O)NC(CSCCC(=O)N)C(=O)O (3-(2-acetylamino-2 carboxyethylthio)propionamide). The yield is 92.1%. Reaction SMILES: [CH3:1][C:2]([NH:4][C@H:5]([C:8]([OH:10])=[O:9])[CH2:6][SH:7])=[O:3].C(O)C.C(OCC(O)COC1C=CC([NH:27][C:28](=[O:32])[CH2:29][CH2:30]Cl)=CC=1)C>[OH-].[Na+]>[C:2]([NH:4][CH:5]([C:8]([OH:10])=[O:9])[CH2:6][S:7][CH2:30][CH2:29][C:28]([NH2:27])=[O:32])(=[O:3])[CH3:1] |f:3.4|. Procedure: A 1.63 g quantity of L-acetylcysteine was dissolved in 0.80 g of sodium hydroxide and 50 ml of a 70% aqueous solution of ethanol with ice cooling. To the solution was added 3.02 g of N-[4-(3-ethoxy-2-hydroxypropoxy)phenyl]-3-chloropropionamide. The mixture was stirred at room temperature for 1 hour. The reaction mixture was concentrated and the residue was adjusted to a pH of 3 with diluted hydrochloric acid, washed with chloroform and extracted with ethyl acetate. The ethyl acetate layer was de... Starting materials: OCCC1=CC=C(C=C1)C1C(CN(CC1)C(=O)OC(C)(C)C)OCC1=CC2=CC=CC=C2C(=C1)OCOCC[Si](C)(C)C (tert-butyl (3RS,4RS)-4-[4-(2-hydroxy-ethyl)-phenyl]-3-[4-(2-trimethylsilanyl-ethoxymethoxy)-naphthalen-2-ylmethoxy]-piperidine-1-carboxylate), S(C)(=O)(=O)[O-] (mesylate), SC1=NC=CC=N1 (2-mercaptopyrimidine). The product is N1=C(N=CC=C1)SCCC1=CC=C(C=C1)C1C(CN(CC1)C(=O)OC(C)(C)C)OCC1=CC2=CC=CC=C2C(=C1)OCOCC[Si](C)(C)C (tert-butyl (3RS,4RS)-4-{4-[2-(pyrimidin-2-ylsulphanyl)-ethyl]-phenyl}-3-[4-(2-trimethylsilanyl-ethoxymethoxy)-naphthalen-2-ylmethoxy]-piperidine-1-carboxylate). Reaction SMILES: O[CH2:2][CH2:3][C:4]1[CH:9]=[CH:8][C:7]([CH:10]2[CH2:15][CH2:14][N:13]([C:16]([O:18][C:19]([CH3:22])([CH3:21])[CH3:20])=[O:17])[CH2:12][CH:11]2[O:23][CH2:24][C:25]2[CH:34]=[C:33]([O:35][CH2:36][O:37][CH2:38][CH2:39][Si:40]([CH3:43])([CH3:42])[CH3:41])[C:32]3[C:27](=[CH:28][CH:29]=[CH:30][CH:31]=3)[CH:26]=2)=[CH:6][CH:5]=1.S([O-])(=O)(=O)C.[SH:49][C:50]1[N:55]=[CH:54][CH:53]=[CH:52][N:51]=1>>[N:51]1[CH:52]=[CH:53][CH:54]=[N:55][C:50]=1[S:49][CH2:2][CH2:3][C:4]1[CH:9]=[CH:8][C:7]([CH:10]2[CH2:15][CH2:14][N:13]([C:16]([O:18][C:19]([CH3:22])([CH3:21])[CH3:20])=[O:17])[CH2:12][CH:11]2[O:23][CH2:24][C:25]2[CH:34]=[C:33]([O:35][CH2:36][O:37][CH2:38][CH2:39][Si:40]([CH3:43])([CH3:41])[CH3:42])[C:32]3[C:27](=[CH:28][CH:29]=[CH:30][CH:31]=3)[CH:26]=2)=[CH:6][CH:5]=1. Procedure details: In an analogous manner to that described in Example 34, from tert-butyl (3RS,4RS)-4-[4-(2-hydroxy-ethyl)-phenyl]-3-[4-(2-trimethylsilanyl-ethoxymethoxy)-naphthalen-2-ylmethoxy]-piperidine-1-carboxylate via the corresponding mesylate by reaction s with 2-mercaptopyrimidine there was obtained tert-butyl (3RS,4RS)-4-{4-[2-(pyrimidin-2-ylsulphanyl)-ethyl]-phenyl}-3-[4-(2-trimethylsilanyl-ethoxymethoxy)-naphthalen-2-ylmethoxy]-piperidine-1-carboxylate as a colourless oil, which was used in the follow...